This data is from the Open Reaction Database (ORD), a public repository of structured organic reaction records. The task is: describe an organic reaction: reactants, conditions, products, and yield The reactants are ONC(=N)N1CCN(CC1)C(=O)OC(C)(C)C (tert-Butyl 4-(N-hydroxyamidino)-piperazine-1-carboxylate), ClC1=C(C(=O)Cl)C=CC=C1 (2-chlorobenzoyl chloride). Solvent: N1=CC=CC=C1 (pyridine), C(C)OCC (diethyl ether). Product: ClC1=C(C=CC=C1)C1=NC(=NO1)N1CCN(CC1)C(=O)OC(C)(C)C (tert-Butyl 4-[5-(2-chlorophenyl)-[1,2,4]oxadiazol-3-yl]-piperazine-1-carboxylate). RXN SMILES: [OH:1][NH:2][C:3]([N:5]1[CH2:10][CH2:9][N:8]([C:11]([O:13][C:14]([CH3:17])([CH3:16])[CH3:15])=[O:12])[CH2:7][CH2:6]1)=[NH:4].[Cl:18][C:19]1[CH:27]=[CH:26][CH:25]=[CH:24][C:20]=1[C:21](Cl)=O>N1C=CC=CC=1.C(OCC)C>[Cl:18][C:19]1[CH:27]=[CH:26][CH:25]=[CH:24][C:20]=1[C:21]1[O:1][N:2]=[C:3]([N:5]2[CH2:6][CH2:7][N:8]([C:11]([O:13][C:14]([CH3:17])([CH3:16])[CH3:15])=[O:12])[CH2:9][CH2:10]2)[N:4]=1. Procedure: tert-Butyl 4-(N-hydroxyamidino)-piperazine-1-carboxylate (290 mg) prepared in Example 36 was dissolved in 2 ml of pyridine, 0.20 ml of 2-chlorobenzoyl chloride was added thereto and the mixture was heated to reflux for 1 hour. The reaction solution was diluted with diethyl ether, washed with 1N hydrochloric acid, a saturated aqueous solution of sodium hydrogen carbonate and a saturated saline solution and dried over anhydrous magnesium sulfate. The residue prepared by evaporation of the solvent ... Starting materials: CC(C)(C)O, O=C(NC(=O)C(Br)CBr)Nc1ccc(Cl)cc1. Yields the product C=C1C(=O)NC(=O)N1c1ccc(Cl)cc1. RXN SMILES: [C:18]([OH:19])([CH3:20])([CH3:21])[CH3:22].[Cl:1][c:2]1[cH:3][cH:4][c:5]([NH:8][C:9](=[O:10])[NH:11][C:12]([CH:13]([CH2:14][Br:16])[Br:15])=[O:17])[cH:6][cH:7]1>>[Cl:1][c:2]1[cH:3][cH:4][c:5]([N:8]2[C:9](=[O:10])[NH:11][C:12](=[O:17])[C:13]2=[CH2:14])[cH:6][cH:7]1. Starting materials: [BH4-], CO, O=C(c1ccc(Oc2ccc(Cl)cc2Cl)cc1)C(F)n1cncn1, [Na+], O. Yields the product OC(c1ccc(Oc2ccc(Cl)cc2Cl)cc1)C(F)n1cncn1. As a reaction SMILES: [BH4-:1].[CH3:27][OH:28].[Cl:3][c:4]1[c:5]([O:6][c:7]2[cH:8][cH:9][c:10]([C:13]([CH:14]([n:15]3[n:16][cH:17][n:18][cH:19]3)[F:20])=[O:21])[cH:11][cH:12]2)[cH:22][cH:23][c:24]([Cl:26])[cH:25]1.[Na+:2].[OH2:29]>>[Cl:3][c:4]1[c:5]([O:6][c:7]2[cH:8][cH:9][c:10]([CH:13]([CH:14]([n:15]3[n:16][cH:17][n:18][cH:19]3)[F:20])[OH:21])[cH:11][cH:12]2)[cH:22][cH:23][c:24]([Cl:26])[cH:25]1. The reactants are COc1ccc(CNC(=O)c2ccc(C#N)cc2)cc1, CI, [H-], [Na+], C1CCOC1, O. Yields the product COc1ccc(CN(C)C(=O)c2ccc(C#N)cc2)cc1. As a reaction SMILES: [C:1](#[N:2])[c:3]1[cH:4][cH:5][c:6]([C:7](=[O:8])[NH:9][CH2:10][c:11]2[cH:12][cH:13][c:14]([O:17][CH3:18])[cH:15][cH:16]2)[cH:19][cH:20]1.[CH3:23][I:24].[H-:21].[Na+:22].[O:26]1[CH2:27][CH2:28][CH2:29][CH2:30]1.[OH2:25]>>[C:1](#[N:2])[c:3]1[cH:4][cH:5][c:6]([C:7](=[O:8])[N:9]([CH2:10][c:11]2[cH:12][cH:13][c:14]([O:17][CH3:18])[cH:15][cH:16]2)[CH3:23])[cH:19][cH:20]1. Reactants: Cl.CN1CCC(CC1)C1=CC=C(C=C1)C(C)=O (1-[4-(1-methyl-piperidin-4-yl)-phenyl]-ethanone hydrochloride), C(C)(C)(C)OC(C=CC1=CC=C(C=C1)C=O)=O (4-formylcinnamic acid tert-butyl ester), [OH-].[K+] (KOH). Run in CCO (EtOH). Run at time 6 hour. The product is C(C)(C)(C)OC(\C=C\C1=CC=C(C=C1)\C=C\C(=O)C1=CC=C(C=C1)C1CCN(CC1)C)=O ((E)-3-(4-{(E)-3-[4-(1-methyl-piperidin-4-yl)-phenyl]-3-oxo-propenyl}-phenyl)-acrylic acid tert-butyl ester). Yield: 29.1%. As a reaction SMILES: Cl.[CH3:2][N:3]1[CH2:8][CH2:7][CH:6]([C:9]2[CH:14]=[CH:13][C:12]([C:15](=[O:17])[CH3:16])=[CH:11][CH:10]=2)[CH2:5][CH2:4]1.[C:18]([O:22][C:23](=[O:34])[CH:24]=[CH:25][C:26]1[CH:31]=[CH:30][C:29]([CH:32]=O)=[CH:28][CH:27]=1)([CH3:21])([CH3:20])[CH3:19].[OH-].[K+]>CCO>[C:18]([O:22][C:23](=[O:34])/[CH:24]=[CH:25]/[C:26]1[CH:27]=[CH:28][C:29](/[CH:32]=[CH:16]/[C:15]([C:12]2[CH:11]=[CH:10][C:9]([CH:6]3[CH2:7][CH2:8][N:3]([CH3:2])[CH2:4][CH2:5]3)=[CH:14][CH:13]=2)=[O:17])=[CH:30][CH:31]=1)([CH3:21])([CH3:20])[CH3:19] |f:0.1,3.4|. Procedure details: A mixture of 1-[4-(1-methyl-piperidin-4-yl)-phenyl]-ethanone hydrochloride (544 mg, 2.15 mmol), 4-formylcinnamic acid tert-butyl ester (500 mg, 2.15 mmol) and 1.7 M KOH (3.8 ml, 6.46 mmol) in EtOH (10 ml) was stirred at room temperature for 6 hours. During the reaction, the formation of a precipitate was observed. The solid was then filtered off through a Buchner funnel to obtain 270 mg of (E)-3-(4-{(E)-3-[4-(1-methyl-piperidin-4-yl)-phenyl]-3-oxo-propenyl}-phenyl)-acrylic acid tert-butyl ester ...